From a dataset of the Open Reaction Database (ORD), a public repository of structured organic reaction records. describe an organic reaction: reactants, conditions, products, and yield Product: CCOCC1CC(C(=O)OCC)=NO1. Reactants: [H-], CCI, [Na+], CN(C)C=O, CCOC(=O)C1=NOC(CO)C1. As a reaction SMILES: [H-:1].[I:15][CH2:16][CH3:17].[Na+:2].[O:18]=[CH:19][N:20]([CH3:21])[CH3:22].[OH:3][CH2:4][CH:5]1[CH2:6][C:7]([C:10](=[O:11])[O:12][CH2:13][CH3:14])=[N:8][O:9]1>>[O:3]([CH2:4][CH:5]1[CH2:6][C:7]([C:10](=[O:11])[O:12][CH2:13][CH3:14])=[N:8][O:9]1)[CH2:16][CH3:17]. Starting materials: COC=1C=C(C=CC1OC)C(CCC(=O)N1C[C@H]2N(CC1)CCC2)=O (1-(3,4-dimethoxyphenyl)-4-((S)-hexahydropyrrolo[1,2-a]pyrazin-2-yl)butane-1,4-dione), C(C)(C)(C)OC(=O)N1C(CCCC1)C(=O)O (1-(tert-butoxycarbonyl)piperidine 2 carboxylic acid), ClC1=CC=C(C(=O)CCC(=O)O)C=C1 (3-(4-chlorobenzoyl)propanoic acid). Product: ClC1=CC=C(C=C1)C(CCC(=O)N1CC2N(CC1)CCCC2)=O (1-(4-Chlorophenyl)-4-(octahydropyrido[1,2-a]pyrazin-2-yl)butane-1,4-dione). RXN SMILES: COC1C=C([C:11](=O)[CH2:12][CH2:13][C:14]([N:16]2[CH2:21][CH2:20][N:19]3CCC[C@H:18]3[CH2:17]2)=O)C=CC=1OC.C(OC(N1CCCCC1C(O)=O)=O)(C)(C)C.[Cl:42][C:43]1[CH:55]=[CH:54][C:46]([C:47]([CH2:49][CH2:50][C:51]([OH:53])=O)=[O:48])=[CH:45][CH:44]=1>>[Cl:42][C:43]1[CH:44]=[CH:45][C:46]([C:47](=[O:48])[CH2:49][CH2:50][C:51]([N:19]2[CH2:20][CH2:21][N:16]3[CH2:14][CH2:13][CH2:12][CH2:11][CH:17]3[CH2:18]2)=[O:53])=[CH:54][CH:55]=1. Procedure details: 463 mg of the title compound were prepared as described for 1-(3,4-dimethoxyphenyl)-4-((S)-hexahydropyrrolo[1,2-a]pyrazin-2-yl)butane-1,4-dione, using 1-(tert-butoxycarbonyl)piperidine 2 carboxylic acid instead of BOC-protected proline and 3-(4-chlorobenzoyl)propanoic acid instead of 3-(3,4-dimethoxybenzoyl)propionic acid. RXN SMILES: C[O-].[Na+].[C:4](#[N:8])[CH2:5][C:6]#[N:7].Cl([O-])(=O)(=O)=O.[Cl:14][C:15]1[CH:20]=[CH:19][C:18]([C:21](=[CH:26]N(C)C)[CH:22]=[N+:23](C)C)=[CH:17][CH:16]=1.[OH-].[NH4+]>CO.N1C=CC=CC=1>[NH2:7][C:6]1[C:5]([C:4]#[N:8])=[CH:26][C:21]([C:18]2[CH:17]=[CH:16][C:15]([Cl:14])=[CH:20][CH:19]=2)=[CH:22][N:23]=1 |f:0.1,3.4,5.6|. Conditions: time 20 hour. Yields the product NC1=NC=C(C=C1C#N)C1=CC=C(C=C1)Cl (2-AMINO-5-(4-CHLOROPHENYL)-3-PYRIDINECARBONITRILE). Reactants: C[O-].[Na+] (Sodium methoxide), C(CC#N)#N (malononitrile), Cl(=O)(=O)(=O)[O-].ClC1=CC=C(C=C1)C(C=[N+](C)C)=CN(C)C (N-[2-(4-chlorophenyl)-3-(dimethylamino)-2-propenylidene]-N-methylmethanaminium perchlorate), [OH-].[NH4+] (Ammonium hydroxide). Reported procedure: Sodium methoxide (16.2 grams) in 300 ml methanol and malononitrile (19.8 grams) in 50-100 ml methanol were added to N-[2-(4-chlorophenyl)-3-(dimethylamino)-2-propenylidene]-N-methylmethanaminium perchlorate (101.1 grams) in 300 ml pyridine at 0° C. in an ice-alcohol bath. The reaction mixture was stirred at room temperature for about 20 hours and then recooled to 0° C. Ammonium hydroxide (120 ml) was added and after three hours, a copious precipitate formed. The solid was filtered, washed with w... Run in CO (methanol), CO (methanol), N1=CC=CC=C1 (pyridine). The reactants are C(C)(C)(C)OC(=O)N1[C@@H](C[C@H](C1)NS(=O)(=O)C1=CC=C(C=C1)Cl)\C=C/C1=CC=C(C=C1)C(=O)OC ((2S,4R)-1-t-butoxycarbonyl-4-(4-chlorophenylsulfonylamino)-2-[(Z)-2-(4-methoxycarbonylphenyl)vinyl]pyrrolidine). Run in FC(C(=O)O)(F)F (trifluoroacetic acid). Product: ClC1=CC=C(C=C1)S(=O)(=O)N[C@@H]1C[C@H](NC1)\C=C/C1=CC=C(C=C1)C(=O)OC ((2S,4R)-4-(4-chlorophenylsulfonylamino)-2-[(Z)-2-(4-methoxycarbonylphenyl)vinyl]pyrrolidine). The yield is 95.0%. Reaction SMILES: C(OC([N:8]1[CH2:12][C@H:11]([NH:13][S:14]([C:17]2[CH:22]=[CH:21][C:20]([Cl:23])=[CH:19][CH:18]=2)(=[O:16])=[O:15])[CH2:10][C@H:9]1/[CH:24]=[CH:25]\[C:26]1[CH:31]=[CH:30][C:29]([C:32]([O:34][CH3:35])=[O:33])=[CH:28][CH:27]=1)=O)(C)(C)C>FC(F)(F)C(O)=O>[Cl:23][C:20]1[CH:21]=[CH:22][C:17]([S:14]([NH:13][C@H:11]2[CH2:12][NH:8][C@H:9](/[CH:24]=[CH:25]\[C:26]3[CH:27]=[CH:28][C:29]([C:32]([O:34][CH3:35])=[O:33])=[CH:30][CH:31]=3)[CH2:10]2)(=[O:15])=[O:16])=[CH:18][CH:19]=1. Procedure details: A solution of (2S,4R)-1-t-butoxycarbonyl-4-(4-chlorophenylsulfonylamino)-2-[(Z)-2-(4-methoxycarbonylphenyl)vinyl]pyrrolidine (15.5 g) in 90% aqueous trifluoroacetic acid (100 ml) was stirred at room temperature for 30 minutes and the solvent was evaporated in vacuo. The residue was suspended in chloroform (200 ml) and the solution was adjusted to pH 8 with saturated aqueous sodium bicarbonate. The organic phase was separated, washed with brine and dried over magnesium sulfate. The solvent was ev... The reactants are BrCCCCCCCCCCCCOC1=CC=C(C(=O)OC2=CC=C(C=C2)C(=O)OC2=CC(=CC=C2)O)C=C1 (4-((3-Hydroxyphenoxy)carbonyl)phenyl 4-(12-bromododecyloxy)benzoate), 1149.59, 1147.56, 1149.37, C(C)OC(=S)SCCCCCCCCCCCCOC1=CC=C(C(=O)OC2=CC=C(C(=O)O)C=C2)C=C1 (4-(4-(12-(Ethoxycarbonothioylthio)dodecyloxy)benzoyloxy)benzoic acid), C1CCC(CC1)N=C=NC2CCCCC2 (DCC), 1147.37. Reagents/catalysts: CN(C)C=1C=CN=CC1 (DMAP). Solvent: CC(OCC)=O (EA). Yields the product C(C)OC(=S)SCCCCCCCCCCCCOC1=CC=C(C(=O)OC2=CC=C(C=C2)C(=O)OC2=CC(=CC=C2)OC(C2=CC=C(C=C2)OC(C2=CC=C(C=C2)OCCCCCCCCCCCCBr)=O)=O)C=C1 (4-((3-(4-(4-(12-Bromododecyloxy)benzoyloxy)benzoyloxy)phenoxy)carbonyl)phenyl 4-(12-(ethoxycarbonothioylthio)dodecyloxy)benzoate). RXN SMILES: [Br:1][CH2:2][CH2:3][CH2:4][CH2:5][CH2:6][CH2:7][CH2:8][CH2:9][CH2:10][CH2:11][CH2:12][CH2:13][O:14][C:15]1[CH:39]=[CH:38][C:18]([C:19]([O:21][C:22]2[CH:27]=[CH:26][C:25]([C:28]([O:30][C:31]3[CH:36]=[CH:35][CH:34]=[C:33]([OH:37])[CH:32]=3)=[O:29])=[CH:24][CH:23]=2)=[O:20])=[CH:17][CH:16]=1.[CH2:40]([O:42][C:43]([S:45][CH2:46][CH2:47][CH2:48][CH2:49][CH2:50][CH2:51][CH2:52][CH2:53][CH2:54][CH2:55][CH2:56][CH2:57][O:58][C:59]1[CH:76]=[CH:75][C:62]([C:63]([O:65][C:66]2[CH:74]=[CH:73][C:69]([C:70](O)=[O:71])=[CH:68][CH:67]=2)=[O:64])=[CH:61][CH:60]=1)=[S:44])[CH3:41].C1CCC(N=C=NC2CCCCC2)CC1>CN(C1C=CN=CC=1)C.CC(=O)OCC>[CH2:40]([O:42][C:43]([S:45][CH2:46][CH2:47][CH2:48][CH2:49][CH2:50][CH2:51][CH2:52][CH2:53][CH2:54][CH2:55][CH2:56][CH2:57][O:58][C:59]1[CH:76]=[CH:75][C:62]([C:63]([O:65][C:66]2[CH:74]=[CH:73][C:69]([C:70]([O:37][C:33]3[CH:34]=[CH:35][CH:36]=[C:31]([O:30][C:28](=[O:29])[C:25]4[CH:24]=[CH:23][C:22]([O:21][C:19](=[O:20])[C:18]5[CH:38]=[CH:39][C:15]([O:14][CH2:13][CH2:12][CH2:11][CH2:10][CH2:9][CH2:8][CH2:7][CH2:6][CH2:5][CH2:4][CH2:3][CH2:2][Br:1])=[CH:16][CH:17]=5)=[CH:27][CH:26]=4)[CH:32]=3)=[O:71])=[CH:68][CH:67]=2)=[O:64])=[CH:61][CH:60]=1)=[S:44])[CH3:41]. Reported procedure: Synthesized as described for the preparation of compound BC1. Quantities: 25 (0.22 g, 0.37 mmol), 22 (0.20 g, 0.37 mmol), DMAP (0.045 g, 0.37 mmol), DCC (0.15 g, 0.73 mmol). Yield 0.25 g (61%). EA: Found: C, 64.49; H, 6.81. C61H73BrO11S2 requires C, 65.05; H, 6.53%. 1H NMR: δH (CDCl3; 300 MHz): 1.22-1.62 (35 H, m, CH2/O—CH2—CH3), 1.71 (2 H, m, S—CH2—CH2), 1.87 (6 H, m, O—CH2—CH2/Br—CH2—CH2), 3.13 (2 H, t, 3J=7.4 Hz, SCH2), 3.42 (2 H, t, 3J=6.8 Hz, CH2Br), 4.07 (4 H, t, 3J=6.5 Hz, OCH2), 4.66 (2 ... The reactants are COC=1C=C2[C@]3(CCCC[C@H]3CCC2=CC1)NC ((±)-Cis-1,3,4,9,10,10a-hexahydro-6-methoxy-N-methyl-4a(2H)-phenanthreneamine), [NH4+].[OH-] (NH4OH). Solvent: Br (HBr). Product: CN[C@@]12C=3C=CC(=CC3CC[C@H]2CCCC1)O ((±)-Cis-4b,5,6,7,8,8a,9,10-octahydro-4b-(methylamino)-2-phenanthreneol). The yield is 74.0%. RXN SMILES: CO[C:3]1[CH:4]=[C:5]2[C:14](=[CH:15][CH:16]=1)[CH2:13][CH2:12][C@H:11]1[C@:6]2([NH:17][CH3:18])[CH2:7][CH2:8][CH2:9][CH2:10]1.[NH4+].[OH-:20]>Br>[CH3:18][NH:17][C@@:6]12[CH2:7][CH2:8][CH2:9][CH2:10][C@@H:11]1[CH2:12][CH2:13][C:14]1[CH:15]=[C:16]([OH:20])[CH:3]=[CH:4][C:5]2=1 |f:1.2|. Reported procedure: A solution of the product from Example 133 (150 mg) in 48% aqueous HBr was heated at reflux for 2.5 hours. The reaction mixture was poured into cold aqueous NH4OH solution. The resulting solution was extracted with ethyl acetate (3×25 ml), dried (MgSO4) and filtered. Evaporation of the solvent and drying in vacuo afforded the title compound as a tan solid (90 mg, 74%), mp 191° C.